Dataset: the Open Reaction Database (ORD), a public repository of structured organic reaction records. Task: describe an organic reaction: reactants, conditions, products, and yield The reactants are FC1=CC=C(C=C1)N1N=CC=C1 (1-(4-fluorophenyl)-1H-pyrazole), C(C(C)C)=O (isobutyraldehyde). Yields the product FC1=CC=C(C=C1)N1N=CC=C1C(C(C)C)O (1-[1-(4-Fluorophenyl)-1H-pyrazol-5-yl]-2-methylpropan-1-ol). Yield: 45.0%. Reaction SMILES: [F:1][C:2]1[CH:7]=[CH:6][C:5]([N:8]2[CH:12]=[CH:11][CH:10]=[N:9]2)=[CH:4][CH:3]=1.[CH:13](=[O:17])[CH:14]([CH3:16])[CH3:15]>>[F:1][C:2]1[CH:3]=[CH:4][C:5]([N:8]2[C:12]([CH:13]([OH:17])[CH:14]([CH3:16])[CH3:15])=[CH:11][CH:10]=[N:9]2)=[CH:6][CH:7]=1. Reported procedure: This compound was prepared from 1-(4-fluorophenyl)-1H-pyrazole and isobutyraldehyde using the method described in example 10B and isolated as an oil in 45% yield. 1H NMR (400 MHz, DMSO-d6) δ 7.61 (m, 1H), 7.57 (m, 2H), 7.37 (t, 2H, J=8.9 Hz), 6.41 (m, 1H), 5.41 (m, 1H), 4.13 (m, 1H), 1.85 (m, 1H), 0.87 (d, 3H, J=6.6 Hz), 0.61 (d, 3H, J=6.8 Hz). Reactants: ClOP(N(C)C)(OCl)=O (dichloro-N,N-dimethylphosphoric acid amide), COC1=NC(=NC(=C1)OC)OC=1C(=NC=CC1)C(=O)O (3-(4,6-dimethoxypyrimidin-2-yl)oxypicolinic acid), CC(C)=NO (acetoxime), N1=CC=CC=C1 (pyridine). Run in CN(C=O)C (N,N-dimethylformamide), O (water). Run at time 3 hour. The product is COC1=NC(=NC(=C1)OC)OC=1C(=NC=CC1)C(=O)ON=C(C)C (isopropylidenamino 3-(4,6-dimethoxypyrimidin-2-yl)oxypicolinate). As a reaction SMILES: [CH3:1][O:2][C:3]1[CH:8]=[C:7]([O:9][CH3:10])[N:6]=[C:5]([O:11][C:12]2[C:13]([C:18]([OH:20])=[O:19])=[N:14][CH:15]=[CH:16][CH:17]=2)[N:4]=1.[CH3:21][C:22](=[N:24]O)[CH3:23].N1C=CC=CC=1.ClOP(=O)(OCl)N(C)C>CN(C)C=O.O>[CH3:10][O:9][C:7]1[CH:8]=[C:3]([O:2][CH3:1])[N:4]=[C:5]([O:11][C:12]2[C:13]([C:18]([O:20][N:24]=[C:22]([CH3:23])[CH3:21])=[O:19])=[N:14][CH:15]=[CH:16][CH:17]=2)[N:6]=1. Procedure: 3.0 g of 3-(4,6-dimethoxypyrimidin-2-yl)oxypicolinic acid, 3.96 g of acetoxime and 1.71 g of pyridine were dissolved in 20 ml of N,N-dimethylformamide, and then, 3.51 g of dichloro-N,N-dimethylphosphoric acid amide was dropwise added thereto at 0° C. After the dropwise addition, the mixture was stirred at room temperature for 3 hours to complete the reaction. The reaction solution was poured into water. Precipitated crystals were separated by filtration, then washed with water and dried to obtai... Starting materials: [Cl-].[NH4+] (ammonium chloride), [H-].[Na+] (sodium hydride), C(#N)C1=NC=CC=C1C1=CC(=CN1)CN(C(OC(C)(C)C)=O)C (tert-butyl {[5-(2-cyanopyridin-3-yl)-1H-pyrrol-3-yl]methyl}methylcarbamate), C1COCCOCCOCCOCCO1 (15-crown-5), S1C=C(C=C1)S(=O)(=O)Cl (thiophene-3-sulfonyl chloride). The solvent is O1CCCC1 (tetrahydrofuran). Run at time 10 minute. Product: C(#N)C1=NC=CC=C1C1=CC(=CN1S(=O)(=O)C1=CSC=C1)CN(C(OC(C)(C)C)=O)C (tert-butyl {[5-(2-cyanopyridin-3-yl)-1-(3-thienylsulfonyl)-1H-pyrrol-3-yl]methyl}methylcarbamate). Yield: 87.8%. RXN SMILES: [H-].[Na+].[C:3]([C:5]1[C:10]([C:11]2[NH:15][CH:14]=[C:13]([CH2:16][N:17]([CH3:25])[C:18](=[O:24])[O:19][C:20]([CH3:23])([CH3:22])[CH3:21])[CH:12]=2)=[CH:9][CH:8]=[CH:7][N:6]=1)#[N:4].C1OCCOCCOCCOCCOC1.[S:41]1[CH:45]=[CH:44][C:43]([S:46](Cl)(=[O:48])=[O:47])=[CH:42]1.[Cl-].[NH4+]>O1CCCC1>[C:3]([C:5]1[C:10]([C:11]2[N:15]([S:46]([C:43]3[CH:44]=[CH:45][S:41][CH:42]=3)(=[O:48])=[O:47])[CH:14]=[C:13]([CH2:16][N:17]([CH3:25])[C:18](=[O:24])[O:19][C:20]([CH3:21])([CH3:22])[CH3:23])[CH:12]=2)=[CH:9][CH:8]=[CH:7][N:6]=1)#[N:4] |f:0.1,5.6|. Reported procedure: To a suspension of sodium hydride (60% in oil, 26.0 mg) in tetrahydrofuran (3 mL) was added tert-butyl {[5-(2-cyanopyridin-3-yl)-1H-pyrrol-3-yl]methyl}methylcarbamate (156 mg) at room temperature, and the mixture was stirred for 10 min. After stirring, 15-crown-5 (143 mg) and thiophene-3-sulfonyl chloride (138 mg) were added dropwise and the mixture was further stirred at room temperature for 15 min. Saturated aqueous ammonium chloride solution was added, and the mixture was concentrated under r... Reactants: Cl (Hydrochloric acid), C(C)OC(N1C(C(C2=CC=CC=C12)C1=NC=NC2=CC(=C(C=C12)OC)OCCOC)=O)OCC (4-(1-diethoxymethyloxindol-3-yl)-6-methoxy-7-(2-methoxyethoxy)quinazoline). Run in C(C)O (ethanol). Reaction conditions: temperature 80 celsius, time 15 minute. Product: N1C(C(C2=CC=CC=C12)C1=NC=NC2=CC=CC=C12)=O (4-(oxindol-3-yl)quinazoline). Yield: 11.7%. RXN SMILES: Cl.C(OC(OCC)[N:6]1[C:14]2[C:9](=[CH:10][CH:11]=[CH:12][CH:13]=2)[CH:8]([C:15]2[C:24]3[C:19](=[CH:20][C:21](OCCOC)=[C:22](OC)[CH:23]=3)[N:18]=[CH:17][N:16]=2)[C:7]1=[O:32])C>C(O)C>[NH:6]1[C:14]2[C:9](=[CH:10][CH:11]=[CH:12][CH:13]=2)[CH:8]([C:15]2[C:24]3[C:19](=[CH:20][CH:21]=[CH:22][CH:23]=3)[N:18]=[CH:17][N:16]=2)[C:7]1=[O:32]. Procedure: 2M Hydrochloric acid (40 ml, 80 mmol) was added to a solution of 4-(1-diethoxymethyloxindol-3-yl)-6-methoxy-7-(2-methoxyethoxy)quinazoline (3.7 g, 79 mmol), (prepared as described in Example 2), in ethanol (300 ml) at 80° C. A precipitate rapidly appeared which then went into solution followed after 15 minutes by the formation of a new precipitate. The mixture was stirred for 45 minutes at 80° C., the solid was collected by filtration, washed with ethanol and then ether and dried under vacuum at... The reactants are C1OC=2C=C(C=CC2O1)C1NCCC=2C3=CC=CC=C3NC12 (1-(3,4-methylenedioxyphenyl)-2,3,4,9-tetrahydro-1H-β-carboline), Intermediate 7, ClC1=NC=C(C=N1)C1=CC=C(C=C1)OC (2-chloro-5-(4-methoxyphenyl)pyrimidine). Run in CN(C)C=O (DMF). The product is C1OC=2C=C(C=CC2O1)C1N(CCC=2C3=CC=CC=C3NC12)C1=NC=C(C=N1)C1=CC=C(C=C1)OC (1-(3,4-Methylenedioxyphenyl)-2-[5-(4-methoxyphenyl)-pyrimidin-2-yl]-2,3,4,9-tetrahydro-1H-β-carboline). Reaction SMILES: [CH2:1]1[O:9][C:8]2[CH:7]=[CH:6][C:5]([CH:10]3[C:22]4[NH:21][C:20]5[C:15](=[CH:16][CH:17]=[CH:18][CH:19]=5)[C:14]=4[CH2:13][CH2:12][NH:11]3)=[CH:4][C:3]=2[O:2]1.Cl[C:24]1[N:29]=[CH:28][C:27]([C:30]2[CH:35]=[CH:34][C:33]([O:36][CH3:37])=[CH:32][CH:31]=2)=[CH:26][N:25]=1>CN(C=O)C>[CH2:1]1[O:9][C:8]2[CH:7]=[CH:6][C:5]([CH:10]3[C:22]4[NH:21][C:20]5[C:15](=[CH:16][CH:17]=[CH:18][CH:19]=5)[C:14]=4[CH2:13][CH2:12][N:11]3[C:24]3[N:25]=[CH:26][C:27]([C:30]4[CH:31]=[CH:32][C:33]([O:36][CH3:37])=[CH:34][CH:35]=4)=[CH:28][N:29]=3)=[CH:4][C:3]=2[O:2]1. Procedure: 1-(3,4-methylenedioxyphenyl)-2,3,4,9-tetrahydro-1H-β-carboline (2.72 g, 9.6 mmol) (prepared according to the process as disclosed in WO97/43287, Intermediate 7, page 24) and 2-chloro-5-(4-methoxyphenyl)pyrimidine (1.04 g, 4.78 mmol) were stirred in DMF (20 mL, anhydrous) at 120° C. for 16 h. The resulting mixture was quenched with saturated NH4Cl, extracted with ethyl acetate and dried with MgSO4. The reaction mixture solvent was evaporated and the residue purified by column chromatography (sili... Starting materials: Cl (hydrogen chloride), C(C1=CC=CC=C1)OCCN1C(CCC2=CC(=CC=C12)C(CC)=O)=O (1-(2-Benzyloxyethyl)-2-oxo-6-propionyl-1,2,3,4-tetrahydroquinoline), N(=O)OCCC(C)C (iso-amyl nitrite). Solvent: C(Cl)Cl (methylene chloride). Conditions: time 1 hour. Product: C(C1=CC=CC=C1)OCCN1C(CCC2=CC(=CC=C12)C(C(C)=NO)=O)=O (1-(2-benzyloxyethyl)-6-(2-hydroxyiminopropionyl)-2-oxo-1,2,3,4-tetrahydroquinoline). The yield is 26.1%. RXN SMILES: [CH2:1]([O:8][CH2:9][CH2:10][N:11]1[C:20]2[C:15](=[CH:16][C:17]([C:21](=[O:24])[CH2:22][CH3:23])=[CH:18][CH:19]=2)[CH2:14][CH2:13][C:12]1=[O:25])[C:2]1[CH:7]=[CH:6][CH:5]=[CH:4][CH:3]=1.Cl.[N:27](OCCC(C)C)=[O:28]>C(Cl)Cl>[CH2:1]([O:8][CH2:9][CH2:10][N:11]1[C:20]2[C:15](=[CH:16][C:17]([C:21](=[O:24])[C:22](=[N:27][OH:28])[CH3:23])=[CH:18][CH:19]=2)[CH2:14][CH2:13][C:12]1=[O:25])[C:2]1[CH:3]=[CH:4][CH:5]=[CH:6][CH:7]=1. Procedure: 1-(2-Benzyloxyethyl)-2-oxo-6-propionyl-1,2,3,4-tetrahydroquinoline (32.4 g) was dissolved in methylene chloride (97 ml) and the solution was saturated with hydrogen chloride. To the stirred solution was added dropwise iso-amyl nitrite (13.5 g) over 0.5 hour. After stirring for 1 hour, the reaction mixture was evaporated in vacuo and the oily residue was dissolved in diethyl ether and extracted with 10% aqueous solution of sodium hydroxide. The extract was washed with diethyl ether, acidified wit...